describe an organic reaction: reactants, conditions, products, and yield From a dataset of the Open Reaction Database (ORD), a public repository of structured organic reaction records. Solvent: CO (methyl alcohol), CO (methyl alcohol). Conditions: time 2.5 hour. Starting materials: Cl.NO (hydroxylamine hydrochloride), C[O-].[Na+] (sodium methylate), C(C)(=O)C1=CC=NC=C1 (4-acetylpyridine). RXN SMILES: Cl.[NH2:2][OH:3].C[O-].[Na+].[C:7]([C:10]1[CH:15]=[CH:14][N:13]=[CH:12][CH:11]=1)(=O)[CH3:8]>CO>[C:7](=[N:2][OH:3])([C:10]1[CH:15]=[CH:14][N:13]=[CH:12][CH:11]=1)[CH3:8] |f:0.1,2.3|. Product: C(C)(C1=CC=NC=C1)=NO (4-acetylpyridine oxime). Yield: 61.5%. Reported procedure: To a solution of 7.64 g. (110 mmole) of hydroxylamine hydrochloride in 150 ml. of methyl alcohol were added 5.94 g. (110 mmole) of sodium methylate and the mixture was stirred at room temperature for 10 minutes. A solution of 12.11 g. (110 mmoles) of 4-acetylpyridine in 50 ml. of methyl alcohol was added dropwise over 3 minutes and the reaction mixture was stirred at room temperature for 3 hours and at the reflux temperature for 2.5 hours. After the mixture had cooled, the precipitate of sodium ... The reactants are CCNCC, CC(C)=O, ClCCl, CC(O)CCS, Cc1ccc(S(=O)(=O)O)cc1. Product: CC1CCSC(C)(C)O1. As a reaction SMILES: [CH2:22]([NH:23][CH2:24][CH3:25])[CH3:26].[CH3:7][C:8]([CH3:9])=[O:10].[Cl:27][CH2:28][Cl:29].[SH:1][CH2:2][CH2:3][CH:4]([CH3:5])[OH:6].[c:11]1([CH3:12])[cH:13][cH:14][c:15]([S:16]([OH:17])(=[O:18])=[O:19])[cH:20][cH:21]1>>[S:1]1[CH2:2][CH2:3][CH:4]([CH3:5])[O:6][C:8]1([CH3:7])[CH3:9]. Starting materials: [Al+3].[Cl-].[Cl-].[Cl-] (AlCl3), ClC=1C=C(C=CC1C(C1=CC=C(C=C1)O)=C1CCCCC1)/C=C/C(=O)OC(C)(C)C (1,1-Dimethylethyl (2E)-3-{3-chloro-4-[cyclohexylidene(4-hydroxyphenyl)-methyl]phenyl}-2-propenoate), FC=1C=C(C(=O)C2=CC=C(C(=O)O)C=C2)C=CC1O (4-(3-fluoro-4-hydroxy-benzoyl)-benzoic acid), COC(C1=CC=C(C=C1)C(C1=CC(=C(C=C1)O)F)=O)=O (4-(3-fluoro-4-hydroxy-benzoyl)-benzoic acid methyl ester), C(=O)([O-])[O-].[K+].[K+] (K2CO3), FC=1C=C(C(=O)C2=CC=C(C(=O)O)C=C2)C=CC1O (4-(3-fluoro-4-hydroxy-benzoyl)-benzoic acid), COC(C1=CC=C(C=C1)C(C1=CC(=C(C=C1)O)F)=O)=O (4-(3-fluoro-4-hydroxy-benzoyl)-benzoic acid methyl ester), C1(CCCCCC1)=O (cycloheptanone). Reagents/catalysts: [Zn] (zinc), Cl[Ti](Cl)(Cl)Cl (TiCl4). The solvent is C1(=CC=CC=C1)C (toluene), O1CCCC1 (tetrahydrofuran), O (water), C1CCOC1 (THF), O (Water). Yields the product C1(CCCCCC1)=C(C1=CC=C(C(=O)O)C=C1)C1=CC(=C(C=C1)O)F (4-[Cycloheptylidene-(3-fluoro-4-hydroxy-phenyl)-methyl]-benzoic acid), COC(C1=CC=C(C=C1)C(C1=CC(=C(C=C1)O)F)=C1CCCCCC1)=O (4-[cycloheptylidene-(3-fluoro-4-hydroxy-phenyl)-methyl]-benzoic acid methyl ester). RXN SMILES: [Al+3].[Cl-].[Cl-].[Cl-].ClC1C=C(/C=C/C(OC(C)(C)C)=O)C=CC=1[C:12](=[C:20]1[CH2:25][CH2:24][CH2:23][CH2:22][CH2:21]1)C1C=CC(O)=CC=1.[F:35][C:36]1[CH:37]=[C:38]([CH:50]=[CH:51][C:52]=1[OH:53])[C:39]([C:41]1[CH:49]=[CH:48][C:44]([C:45]([OH:47])=[O:46])=[CH:43][CH:42]=1)=O.[CH3:54][O:55][C:56](=[O:73])[C:57]1[CH:62]=[CH:61][C:60]([C:63](=O)[C:64]2[CH:69]=[CH:68][C:67]([OH:70])=[C:66]([F:71])[CH:65]=2)=[CH:59][CH:58]=1.[C:74]1(=O)[CH2:80][CH2:79][CH2:78][CH2:77][CH2:76][CH2:75]1.C([O-])([O-])=O.[K+].[K+]>C1(C)C=CC=CC=1.C1COCC1.[Zn].Cl[Ti](Cl)(Cl)Cl.O>[C:12]1(=[C:39]([C:38]2[CH:50]=[CH:51][C:52]([OH:53])=[C:36]([F:35])[CH:37]=2)[C:41]2[CH:49]=[CH:48][C:44]([C:45]([OH:47])=[O:46])=[CH:43][CH:42]=2)[CH2:20][CH2:25][CH2:24][CH2:23][CH2:22][CH2:21]1.[CH3:54][O:55][C:56](=[O:73])[C:57]1[CH:62]=[CH:61][C:60]([C:63](=[C:74]2[CH2:80][CH2:79][CH2:78][CH2:77][CH2:76][CH2:75]2)[C:64]2[CH:69]=[CH:68][C:67]([OH:70])=[C:66]([F:71])[CH:65]=2)=[CH:59][CH:58]=1 |f:0.1.2.3,8.9.10|. Procedure details: AlCl3 (0.97 g, 7.28 mmol) was added portionwise via an addition funnel to a solution of 4-(3-fluoro-4-methoxy-benzoyl)-benzoic acid methyl ester (73) (0.50 g, 1.73 mmol) in toluene (8 mL). The reaction mixture was heated at reflux for 20 h and allowed to cool to RT. Water (10 mL) was slowly added to the reaction mixture. The reaction mixture was transferred to a separatory funnel and extracted with EtOAc, the organic extract was washed with brine, dried over Na2SO4, filtered, and concentrated to... Reactants: BrCCOc1ccccc1, O=C([O-])[O-], CS(C)=O, CCOC(C)=O, Cc1nc(-c2ccn[nH]2)sc1C(=O)NCc1ccc(F)cc1, [K+], [K+]. Yields the product Cc1nc(-c2ccn(CCOc3ccccc3)n2)sc1C(=O)NCc1ccc(F)cc1. RXN SMILES: [Br:23][CH2:24][CH2:25][O:26][c:27]1[cH:28][cH:29][cH:30][cH:31][cH:32]1.[C:33](=[O:34])([O-:35])[O-:36].[CH3:39][S:40](=[O:41])[CH3:42].[CH3:43][CH2:44][O:45][C:46](=[O:47])[CH3:48].[F:1][c:2]1[cH:3][cH:4][c:5]([CH2:6][NH:7][C:8](=[O:9])[c:10]2[c:11]([CH3:20])[n:12][c:13](-[c:15]3[nH:16][n:17][cH:18][cH:19]3)[s:14]2)[cH:21][cH:22]1.[K+:37].[K+:38]>>[F:1][c:2]1[cH:3][cH:4][c:5]([CH2:6][NH:7][C:8](=[O:9])[c:10]2[c:11]([CH3:20])[n:12][c:13](-[c:15]3[n:16][n:17]([CH2:24][CH2:25][O:26][c:27]4[cH:28][cH:29][cH:30][cH:31][cH:32]4)[cH:18][cH:19]3)[s:14]2)[cH:21][cH:22]1. Starting materials: [BH4-], CCOC(=O)C(Cc1cccc(OC(F)(F)C(F)F)c1)C(=O)c1ccc(OCc2ccccc2)cc1, CCOCC, [Cl-], [Cl-], Cl, [Na+], O, [Zn+2]. Yields the product CCOC(=O)C(Cc1cccc(OC(F)(F)C(F)F)c1)C(O)c1ccc(OCc2ccccc2)cc1. RXN SMILES: [BH4-:1].[CH2:3]([c:4]1[cH:5][cH:6][cH:7][cH:8][cH:9]1)[O:10][c:11]1[cH:12][cH:13][c:14]([C:17]([CH:18]([C:19](=[O:20])[O:21][CH2:22][CH3:23])[CH2:24][c:25]2[cH:26][c:27]([O:31][C:32]([CH:33]([F:34])[F:35])([F:36])[F:37])[cH:28][cH:29][cH:30]2)=[O:38])[cH:15][cH:16]1.[CH3:41][CH2:42][O:43][CH2:44][CH3:45].[Cl-:46].[Cl-:48].[ClH:39].[Na+:2].[OH2:40].[Zn+2:47]>>[CH2:3]([c:4]1[cH:5][cH:6][cH:7][cH:8][cH:9]1)[O:10][c:11]1[cH:12][cH:13][c:14]([CH:17]([CH:18]([C:19](=[O:20])[O:21][CH2:22][CH3:23])[CH2:24][c:25]2[cH:26][c:27]([O:31][C:32]([CH:33]([F:34])[F:35])([F:36])[F:37])[cH:28][cH:29][cH:30]2)[OH:38])[cH:15][cH:16]1.